From a dataset of the Open Reaction Database (ORD), a public repository of structured organic reaction records. describe an organic reaction: reactants, conditions, products, and yield The reactants are CCOC(=O)Cc1csc(S)n1, Cl, [Na+], [OH-], O. Yields the product O=C(O)Cc1csc(S)n1. RXN SMILES: [CH2:1]([CH3:2])[O:3][C:4](=[O:5])[CH2:6][c:7]1[n:8][c:9]([SH:12])[s:10][cH:11]1.[ClH:15].[Na+:14].[OH-:13].[OH2:16]>>[O:3]=[C:4]([OH:5])[CH2:6][c:7]1[n:8][c:9]([SH:12])[s:10][cH:11]1. Starting materials: CCCCCC (hexane), CCCCCC (hexane), C(C)(=O)OC1=CC(CCCCCCCCCCCC1)C (3-methylcyclopentadecene-1-yl acetate), Example 1 ( a ). Run in P(=O)([O-])([O-])[O-] (phosphate). Conditions: temperature 55 celsius, time 2 day. Product: CC1CC(CCCCCCCCCCCC1)=O (3-methylcyclopentadecanone), C(C)(=O)OC1=CC(CCCCCCCCCCCC1)C (3-methylcyclopentadecene-1-yl acetate). RXN SMILES: [C:1]([O:4][C:5]1[CH2:19][CH2:18][CH2:17][CH2:16][CH2:15][CH2:14][CH2:13][CH2:12][CH2:11][CH2:10][CH2:9][CH2:8][CH:7]([CH3:20])[CH:6]=1)(=[O:3])[CH3:2].CCCCCC>P([O-])([O-])([O-])=O>[CH3:20][CH:7]1[CH2:8][CH2:9][CH2:10][CH2:11][CH2:12][CH2:13][CH2:14][CH2:15][CH2:16][CH2:17][CH2:18][CH2:19][C:5](=[O:4])[CH2:6]1.[C:1]([O:4][C:5]1[CH2:19][CH2:18][CH2:17][CH2:16][CH2:15][CH2:14][CH2:13][CH2:12][CH2:11][CH2:10][CH2:9][CH2:8][CH:7]([CH3:20])[CH:6]=1)(=[O:3])[CH3:2]. Reported procedure: Mixed in 20 mL of a phosphate buffer (pH 7) were 2.0 g of dl-3-methylcyclopentadecene-1-yl acetate as obtained in Example 1 (a) and 1.0 g (50 wt. % relative to the substrate) of the immobilized enzyme (Novozyme 435) originating from Candida antarctica, followed by vigorous shaking at 55° C. for 2 days. After the reaction, 20 mL of hexane was added to the reaction solution for extraction, and analysis of the hexane layer showed that the conversion of the substrate was 69.8% and that 3-methylcyclo... The reactants are CCn1nc(-c2ccccc2)c(C(C)=O)c([N+](=O)[O-])c1=O, CCO, Nc1ccon1. Product: CCn1nc(-c2ccccc2)c(C(C)=O)c(Nc2ccon2)c1=O. As a reaction SMILES: [C:1]([CH3:2])(=[O:3])[c:4]1[c:5]([N+:19]([O-:20])=[O:21])[c:6](=[O:18])[n:7]([CH2:16][CH3:17])[n:8][c:9]1-[c:10]1[cH:11][cH:12][cH:13][cH:14][cH:15]1.[CH3:28][CH2:29][OH:30].[NH2:22][c:23]1[n:24][o:25][cH:26][cH:27]1>>[C:1]([CH3:2])(=[O:3])[c:4]1[c:5]([NH:19][c:23]2[n:24][o:25][cH:26][cH:27]2)[c:6](=[O:18])[n:7]([CH2:16][CH3:17])[n:8][c:9]1-[c:10]1[cH:11][cH:12][cH:13][cH:14][cH:15]1.